From a dataset of the Open Reaction Database (ORD), a public repository of structured organic reaction records. describe an organic reaction: reactants, conditions, products, and yield Reaction SMILES: [CH3:27][O:28][CH:29]([CH2:30][Br:31])[O:32][CH3:33].[n:14]1[c:15]([CH2:20][c:21]2[n:22][cH:23][cH:24][cH:25][cH:26]2)[cH:16][cH:17][cH:18][cH:19]1.[n:1]1[cH:2][cH:3][cH:4][cH:5][c:6]1[NH:7][c:8]1[cH:9][cH:10][cH:11][cH:12][n:13]1>>[n:14]1[c:15]([CH:20]([c:21]2[n:22][cH:23][cH:24][cH:25][cH:26]2)[CH2:30][CH:29]([O:28][CH3:27])[O:32][CH3:33])[cH:16][cH:17][cH:18][cH:19]1. The product is COC(CC(c1ccccn1)c1ccccn1)OC. Reactants: COC(CBr)OC, c1ccc(Cc2ccccn2)nc1, c1ccc(Nc2ccccn2)nc1. The reactants are CCOC(=O)CCCCCC(C(C)=O)C(C)=O, N#Cc1ccc(C(=O)Cl)cc1, [Cl-], [Cl-], ClCCl, [Mg+2], c1ccncc1. Yields the product CCOC(=O)CCCCCC(C(C)=O)(C(C)=O)C(=O)c1ccc(C#N)cc1. RXN SMILES: [C:1]([CH3:2])(=[O:3])[CH:4]([CH2:5][CH2:6][CH2:7][CH2:8][CH2:9][C:10](=[O:11])[O:12][CH2:13][CH3:14])[C:15]([CH3:16])=[O:17].[C:27](#[N:28])[c:29]1[cH:30][cH:31][c:32]([C:33](=[O:34])[Cl:35])[cH:36][cH:37]1.[Cl-:18].[Cl-:20].[Cl:38][CH2:39][Cl:40].[Mg+2:19].[cH:21]1[cH:22][cH:23][n:24][cH:25][cH:26]1>>[C:1]([CH3:2])(=[O:3])[C:4]([CH2:5][CH2:6][CH2:7][CH2:8][CH2:9][C:10](=[O:11])[O:12][CH2:13][CH3:14])([C:15]([CH3:16])=[O:17])[C:33]([c:32]1[cH:31][cH:30][c:29]([C:27]#[N:28])[cH:37][cH:36]1)=[O:34]. Starting materials: CC1=C(C=CC(=C1)C)C1=CC=CC=2NC(C(OC21)C)=O (8-(2,4-dimethylphenyl)-2-methyl-2H-1,4-benzoxazin-3(4H)-one), [H-].[Na+] (sodium hydride), BrC(CCC)CCC (4-bromoheptane). Run in O (water), CN(C=O)C (N,N-dimethylformamide). Reaction conditions: temperature 80 celsius, time 30 minute. The product is CC1=C(C=CC(=C1)C)C1=CC=CC=2N(C(C(OC21)C)=O)C(CCC)CCC (8-(2,4-Dimethylphenyl)-2-methyl-4-(1-propylbutyl)-2H-1,4-benzoxazin-3(4H)-one). The yield is 45.4%. As a reaction SMILES: [CH3:1][C:2]1[CH:7]=[C:6]([CH3:8])[CH:5]=[CH:4][C:3]=1[C:9]1[C:18]2[O:17][CH:16]([CH3:19])[C:15](=[O:20])[NH:14][C:13]=2[CH:12]=[CH:11][CH:10]=1.[H-].[Na+].Br[CH:24]([CH2:28][CH2:29][CH3:30])[CH2:25][CH2:26][CH3:27]>CN(C)C=O.O>[CH3:1][C:2]1[CH:7]=[C:6]([CH3:8])[CH:5]=[CH:4][C:3]=1[C:9]1[C:18]2[O:17][CH:16]([CH3:19])[C:15](=[O:20])[N:14]([CH:24]([CH2:28][CH2:29][CH3:30])[CH2:25][CH2:26][CH3:27])[C:13]=2[CH:12]=[CH:11][CH:10]=1 |f:1.2|. Procedure details: To a solution of 8-(2,4-dimethylphenyl)-2-methyl-2H-1,4-benzoxazin-3(4H)-one (300 mg, 1.12 mmol) in N,N-dimethylformamide (5 ml) was added sodium hydride (43 mg, 1.68 mmol). After the mixture was stirred at 80° C. for 30 min, 4-bromoheptane (804 mg, 4.49 mmol) was added. The mixture was stirred at 80° C. for 18 h and diluted with water. The aqueous solution was extracted with ethyl acetate. The extract was washed with brine, dried over magnesium sulfate and concentrated under vacuum. The residue... Reactants: CC1CCC(CC1)C(=O)Cl (4-Methylcyclohexanecarboxylic acid chloride), C(C)(C)[N-]C(C)C.[Li+] (Lithium diisopropylamide), ClC1=C(C(=CC=C1)F)CC(=O)OCC (ethyl (2-chloro-6-fluorophenyl)acetate). Run in O1CCCC1 (tetrahydrofuran), C1CCOC1 (THF). Run at temperature -70 celsius, time 2 hour. The product is ClC1=C(C(=CC=C1)F)C(C(=O)OCC)C(=O)C1CCC(CC1)C (ethyl 2-(2-chloro-6-fluorophenyl)-3-(4-methylcyclohexyl)-3-oxopropionate). Yield: 106.5%. RXN SMILES: C([N-]C(C)C)(C)C.[Li+].[Cl:9][C:10]1[CH:15]=[CH:14][CH:13]=[C:12]([F:16])[C:11]=1[CH2:17][C:18]([O:20][CH2:21][CH3:22])=[O:19].[CH3:23][CH:24]1[CH2:29][CH2:28][CH:27]([C:30](Cl)=[O:31])[CH2:26][CH2:25]1>O1CCCC1>[Cl:9][C:10]1[CH:15]=[CH:14][CH:13]=[C:12]([F:16])[C:11]=1[CH:17]([C:30]([CH:27]1[CH2:28][CH2:29][CH:24]([CH3:23])[CH2:25][CH2:26]1)=[O:31])[C:18]([O:20][CH2:21][CH3:22])=[O:19] |f:0.1|. Procedure: Lithium diisopropylamide (0.18 mol) in tetrahydrofuran (270 ml) is added to a mixture of ethyl (2-chloro-6-fluorophenyl)acetate (38.1 g, 0.175 mol) and THF (200 ml) at -70° C. The reaction mixture is stirred for 2 hours at about -70° C. 4-Methylcyclohexanecarboxylic acid chloride (28.25 g, 0.175 mol) is added and the reaction mixture is allowed to warm up to room temperature over night. The reaction mixture is then quenched with hydrochloric acid (5N, 60 ml) and most of the organic solvent is di... Reactants: C(CC)C1CCC(CC1)=O (4-propylcyclohexanone), [Br-].C1(=CC=CC=C1)[P+](CCC1CCC(CC1)=CCC)(C1=CC=CC=C1)C1=CC=CC=C1 (triphenyl[2-(4-propylidenecyclohexyl)ethyl]phosphonium bromide), CC(C)([O-])C.[K+] (potassium tert-butoxide). Run in C1CCOC1 (THF), C1CCOC1 (THF). Conditions: temperature -10 celsius. The product is C(CC)C1CCC(CC1)=CCC1CCC(CC1)=CCC (4-[2-(4-propylcyclohexylidene)ethyl]propylidenecyclohexane). Reaction SMILES: [CH2:1]([CH:4]1[CH2:9][CH2:8][C:7](=O)[CH2:6][CH2:5]1)[CH2:2][CH3:3].[Br-].C1([P+](C2C=CC=CC=2)(C2C=CC=CC=2)[CH2:19][CH2:20][CH:21]2[CH2:26][CH2:25][C:24](=[CH:27][CH2:28][CH3:29])[CH2:23][CH2:22]2)C=CC=CC=1.CC(C)([O-])C.[K+]>C1COCC1>[CH2:1]([CH:4]1[CH2:9][CH2:8][C:7](=[CH:19][CH2:20][CH:21]2[CH2:22][CH2:23][C:24](=[CH:27][CH2:28][CH3:29])[CH2:25][CH2:26]2)[CH2:6][CH2:5]1)[CH2:2][CH3:3] |f:1.2,3.4|. Procedure: 57.0 g of 4-propylcyclohexanone and 25.0 g of triphenyl[2-(4-propylidenecyclohexyl)ethyl]phosphonium bromide were introduced into 150 ml of THF under nitrogen, and the mixture was cooled to -10° C. A solution of 5.61 g of potassium tert-butoxide in 100 ml of THF was then added dropwise with stirring, and the mixture was stirred at RT for a further 2 h. Conventional work-up gave 4-[2-(4-propylcyclohexylidene)ethyl]propylidenecyclohexane. Starting materials: [H-].[Na+] (sodium hydride), C(C)(=O)C1=CC=CC=C1 (acetophenone), C(C)C(C(=O)OC)CCCC (methyl 2-ethylhexanoate), C(C)(=O)C1=CC=CC=C1 (acetophenone). Run in C=1(C(=CC=CC1)C)C (xylene), C=1(C(=CC=CC1)C)C (xylene). Product: CCCCC(CC)C(=O)CC(=O)C1=CC=CC=C1 (4-ethyl-1-phenyl-1,3-octadione). Isolated yield 81.0%. As a reaction SMILES: [H-].[Na+].[C:3]([C:6]1[CH:11]=[CH:10][CH:9]=[CH:8][CH:7]=1)(=[O:5])[CH3:4].[CH2:12]([CH:14]([CH2:19][CH2:20][CH2:21][CH3:22])[C:15](OC)=[O:16])[CH3:13]>C1(C)C(C)=CC=CC=1>[CH3:22][CH2:21][CH2:20][CH2:19][CH:14]([C:15]([CH2:4][C:3]([C:6]1[CH:11]=[CH:10][CH:9]=[CH:8][CH:7]=1)=[O:5])=[O:16])[CH2:12][CH3:13] |f:0.1|. Procedure: The conditions of Example 1 were repeated except that the following amounts were used: 60% sodium hydride in mineral oil (200 g, 5.03 mol. 2.0 mol/mol acetophenone), methyl 2-ethylhexanoate (618 g, 3.91 mol, 1.5 mol/mol acetophenone), xylene (449 g), and then a solution of acetophenone (304 g, 2.53 mol) in xylene (180 g) was added over 1 h. The mixture was kept at reflux for an additional 30 min. Workup of the reaction mixture gave material having product in a crude yield of 89%. Vacuum distilla... Reactants: CC1=C(N=C(O1)C1=CC=CC=C1)CC#N ((5-Methyl-2-phenyl-oxazol-4-yl)-acetonitrile), stainless steel, [H][H] (hydrogen). Reagents/catalysts: [Co] (Cobalt). Solvent: CO (methanol). The product is CC1=C(N=C(O1)C1=CC=CC=C1)CCN (2-(5-Methyl-2-phenyl-oxazol-4-yl)-ethylamine). Isolated yield 101.4%. As a reaction SMILES: [CH3:1][C:2]1[O:6][C:5]([C:7]2[CH:12]=[CH:11][CH:10]=[CH:9][CH:8]=2)=[N:4][C:3]=1[CH2:13][C:14]#[N:15].[H][H]>[Co].CO>[CH3:1][C:2]1[O:6][C:5]([C:7]2[CH:12]=[CH:11][CH:10]=[CH:9][CH:8]=2)=[N:4][C:3]=1[CH2:13][CH2:14][NH2:15]. Reported procedure: 6.00 g (30 mmol) of (5-Methyl-2-phenyl-oxazol-4-yl)-acetonitrile were hydrogenated in the presence of 0.60 g of wet Raney Cobalt catalyst (Grace Davison Catalysts, Worms, Germany, Type Nr. 2700) in 54 mL of methanol in a 185 mL stainless steel autoclave under 9 bar of hydrogen pressure at 80° C. for 4 h. Removal of the catalyst by filtration, evaporation of the solvents and drying (45° C./10 mbar/2 h) afforded 6.15 g of 2-(5-Methyl-2-phenyl-oxazol-4-yl)-ethylamine with a purity of 87.7% (HPLC ar... Reactants: C1=CC=CC2=C1CC1CCC(C2)C1=O (5,6,7,8,9,10-hexahydro-6,9-methano-benzo[a][8]annulen-11-one), Cl.NO (hydroxylamine hydrochloride), resultant solution. The solvent is N1=CC=CC=C1 (pyridine), CCO (EtOH). The product is C1=CC=CC2=C1CC1CCC(C2)C1=NO (5,6,7,8,9,10-Hexahydro-6,9-methanobenzo[a][8]annulen-11-one oxime). RXN SMILES: [CH:1]1[C:6]2[CH2:7][CH:8]3[C:13](=O)[CH:11]([CH2:12][C:5]=2[CH:4]=[CH:3][CH:2]=1)[CH2:10][CH2:9]3.Cl.[NH2:16][OH:17]>N1C=CC=CC=1.CCO>[CH:1]1[C:6]2[CH2:7][CH:8]3[C:13](=[N:16][OH:17])[CH:11]([CH2:12][C:5]=2[CH:4]=[CH:3][CH:2]=1)[CH2:10][CH2:9]3 |f:1.2|. Procedure: To a solution of 34.3 g of 5,6,7,8,9,10-hexahydro-6,9-methano-benzo[a][8]annulen-11-one (0.184 mol) in 100 mL of pyridine and 100 mL of EtOH was added 29.7 g of hydroxylamine hydrochloride (0.460 mol). The resultant solution was refluxed for 4 hours prior to concentration in vacuo. The residue was partitioned between CH2Cl2 and 10% aqueous citric acid. The aqueous layer was extracted with CH2Cl2 (4×200 mL). The combined organic layers were dried over Na2SO4, filtered, and concentrated in vacuo t...